Dataset: the Open Reaction Database (ORD), a public repository of structured organic reaction records. Task: describe an organic reaction: reactants, conditions, products, and yield The reactants are ClCCl, CO, O=C(O)C=Cc1cc([N+](=O)[O-])ccc1Cl, Cl, [Na+], O=C([O-])O, O. Yields the product COC(=O)C=Cc1cc([N+](=O)[O-])ccc1Cl. Reaction SMILES: [CH2:25]([Cl:26])[Cl:27].[CH3:23][OH:24].[Cl:1][c:2]1[c:3]([CH:4]=[CH:5][C:6](=[O:7])[OH:8])[cH:9][c:10]([N+:13](=[O:14])[O-:15])[cH:11][cH:12]1.[ClH:16].[Na+:21].[O-:17][C:18]([OH:19])=[O:20].[OH2:22]>>[Cl:1][c:2]1[c:3]([CH:4]=[CH:5][C:6](=[O:7])[O:8][CH3:18])[cH:9][c:10]([N+:13](=[O:14])[O-:15])[cH:11][cH:12]1. Reactants: CN1C=NC2=C1C=C(C=C2)C2=CC(=NN2)N (5-(1-methyl-1H-benzo[d]imidazol-6-yl)-1H-pyrazol-3-amine), CN1C=NC2=C1C=CC(=C2)C2=CC(=NN2)N (5-(1-methyl-1H-benzo[d]imidazol-5-yl)-1H-pyrazol-3-amine), O1C(C1)CN1CC2=CC=CC=C2CC1 (2-(oxiran-2-ylmethyl)-1,2,3,4-tetrahydroisoquinoline), CCN(C(C)C)C(C)C (DIPEA). Yields the product C1N(CCC2=CC=CC=C12)CC(CNC1=NNC(=C1)C=1C=CC2=C(N(C=N2)C)C1)O (1-(3,4-dihydroisoquinolin-2(1H)-yl)-3-((5-(1-methyl-1H-benzo[d]imidazol-6-yl)-1H-pyrazol-3-yl)amino)propan-2-ol). Procedure: A solution of 5-(1-methyl-1H-benzo[d]imidazol-6-yl)-1H-pyrazol-3-amine and 5-(1-methyl-1H-benzo[d]imidazol-5-yl)-1H-pyrazol-3-amine (60 mg, 0.27 mmol), 2-(oxiran-2-ylmethyl)-1,2,3,4-tetrahydroisoquinoline (54 mg, 0.27 mmol) and DIPEA (72 mg, 0.54 mmol) in EtOH (5 mL) was stirred overnight at 120° C. The mixture was concentrated and then purified by prep-HPLC and prep-TLC to give the desired 1-(3,4-dihydroisoquinolin-2(1H)-yl)-3-((5-(1-methyl-1H-benzo[d]imidazol-6-yl)-1H-pyrazol-3-yl)amino)propan... Isolated yield 4.1%. The solvent is CCO (EtOH). RXN SMILES: [CH3:1][N:2]1[C:6]2[CH:7]=[C:8]([C:11]3[NH:15][N:14]=[C:13]([NH2:16])[CH:12]=3)[CH:9]=[CH:10][C:5]=2[N:4]=[CH:3]1.CN1C2C=CC(C3NN=C(N)C=3)=CC=2N=C1.[O:33]1[CH2:35][CH:34]1[CH2:36][N:37]1[CH2:46][CH2:45][C:44]2[C:39](=[CH:40][CH:41]=[CH:42][CH:43]=2)[CH2:38]1.CCN(C(C)C)C(C)C>CCO>[CH2:38]1[C:39]2[C:44](=[CH:43][CH:42]=[CH:41][CH:40]=2)[CH2:45][CH2:46][N:37]1[CH2:36][CH:34]([OH:33])[CH2:35][NH:16][C:13]1[CH:12]=[C:11]([C:8]2[CH:9]=[CH:10][C:5]3[N:4]=[CH:3][N:2]([CH3:1])[C:6]=3[CH:7]=2)[NH:15][N:14]=1. The reactants are NC=1C=NC2=CC=CC=C2C1N1C[C@H](CCC1)NC(OC(C)(C)C)=O (tert-butyl [(3S)-1-(3-aminoquinolin-4-yl)piperidin-3-yl]carbamate), C(C)(C)(C)OC(=O)NC1=C(N=C(S1)C1=C(C=CC=C1F)F)C(=O)O (5-[(tert-butoxycarbonyl)amino]-2-(2,6-difluorophenyl)-1,3-thiazole-4-carboxylic acid), ClC(=C(C)C)N(C)C (1-chloro-N,N,2-trimethylpropenylamine), N1=CC=CC=C1 (pyridine). Solvent: C1CCOC1 (THF), C1CCOC1 (THF), C1CCOC1 (THF). Conditions: time 5 hour. The product is C(C)(C)(C)OC(=O)NC1=C(N=C(S1)C1=C(C=CC=C1F)F)C(=O)NC=1C=NC2=CC=CC=C2C1N1C[C@H](CCC1)NC(OC(C)(C)C)=O (tert-Butyl {(3S)-1-[3-({[5-[(tert-butoxycarbonyl)amino]-2-(2,6-difluorophenyl)-1,3-thiazol-4-yl]carbonyl}amino)quinolin-4-yl]piperidin-3-yl}carbamate). Isolated yield 91.5%. Reaction SMILES: [C:1]([O:5][C:6]([NH:8][C:9]1[S:13][C:12]([C:14]2[C:19]([F:20])=[CH:18][CH:17]=[CH:16][C:15]=2[F:21])=[N:11][C:10]=1[C:22]([OH:24])=O)=[O:7])([CH3:4])([CH3:3])[CH3:2].ClC(N(C)C)=C(C)C.[NH2:33][C:34]1[CH:35]=[N:36][C:37]2[C:42]([C:43]=1[N:44]1[CH2:49][CH2:48][CH2:47][C@H:46]([NH:50][C:51](=[O:57])[O:52][C:53]([CH3:56])([CH3:55])[CH3:54])[CH2:45]1)=[CH:41][CH:40]=[CH:39][CH:38]=2.N1C=CC=CC=1>C1COCC1>[C:1]([O:5][C:6]([NH:8][C:9]1[S:13][C:12]([C:14]2[C:15]([F:21])=[CH:16][CH:17]=[CH:18][C:19]=2[F:20])=[N:11][C:10]=1[C:22]([NH:33][C:34]1[CH:35]=[N:36][C:37]2[C:42]([C:43]=1[N:44]1[CH2:49][CH2:48][CH2:47][C@H:46]([NH:50][C:51](=[O:57])[O:52][C:53]([CH3:55])([CH3:54])[CH3:56])[CH2:45]1)=[CH:41][CH:40]=[CH:39][CH:38]=2)=[O:24])=[O:7])([CH3:3])([CH3:4])[CH3:2]. Reported procedure: To a solution of 5-[(tert-butoxycarbonyl)amino]-2-(2,6-difluorophenyl)-1,3-thiazole-4-carboxylic acid (81.1 mg, 0.228 mmol) in THF (0.5 mL), a solution of 1-chloro-N,N,2-trimethylpropenylamine (Aldrich, 80.5 mg, 0.602 mmol) in THF (1.0 mL) was added. The mixture was stirred at room temperature for 5 h. To the above mixture was added a solution of tert-butyl [(3S)-1-(3-aminoquinolin-4-yl)piperidin-3-yl]carbamate (63.8 mg, 0.186 mmol) in THF (2.0 mL) followed by pyridine (146.4 mg, 1.851 mmol). Th... The reactants are BrCc1ccc(Br)cc1, CCCCC1=NC2(CCCC2)C(=O)N1, Cl. Yields the product CCCCC1=NC2(CCCC2)C(=O)N1Cc1ccc(Br)cc1. RXN SMILES: [Br:16][c:17]1[cH:18][cH:19][c:20]([CH2:21][Br:22])[cH:23][cH:24]1.[CH2:2]([CH2:3][CH2:4][CH3:5])[C:6]1=[N:7][C:8]2([C:9](=[O:11])[NH:10]1)[CH2:12][CH2:13][CH2:14][CH2:15]2.[ClH:1]>>[CH2:2]([CH2:3][CH2:4][CH3:5])[C:6]1=[N:7][C:8]2([C:9](=[O:11])[N:10]1[CH2:21][c:20]1[cH:19][cH:18][c:17]([Br:16])[cH:24][cH:23]1)[CH2:12][CH2:13][CH2:14][CH2:15]2. Starting materials: C1(=CC=CC=C1)N1N=CC(=C1)Br (1-phenyl-4-bromopyrazole), [Cl-].[NH4+] (ammonium chloride), C(CCC)[Li] (n-butyl lithium), BrC=1C=CC(=C(C=O)C1)Cl (5-bromo-2-chlorobenzaldehyde). Solvent: C(C)OCC (diethyl ether), O1CCCC1 (tetrahydrofuran), C(C)OCC (diethyl ether). Run at time 5 hour. Product: BrC=1C=CC(=C(C1)C(O)C=1C=NN(C1)C1=CC=CC=C1)Cl (5-bromo-2-chlorophenyl-1-phenyl-4-pyrazolylmethanol). RXN SMILES: [C:1]1([N:7]2[CH:11]=[C:10](Br)[CH:9]=[N:8]2)[CH:6]=[CH:5][CH:4]=[CH:3][CH:2]=1.C([Li])CCC.[Br:18][C:19]1[CH:20]=[CH:21][C:22]([Cl:27])=[C:23]([CH:26]=1)[CH:24]=[O:25].[Cl-].[NH4+]>C(OCC)C.O1CCCC1>[Br:18][C:19]1[CH:20]=[CH:21][C:22]([Cl:27])=[C:23]([CH:24]([C:10]2[CH:9]=[N:8][N:7]([C:1]3[CH:6]=[CH:5][CH:4]=[CH:3][CH:2]=3)[CH:11]=2)[OH:25])[CH:26]=1 |f:3.4|. Reported procedure: A solution of 1-phenyl-4-bromopyrazole (see M. A. Khan, et al., Can. J. Chem., (1963) 41 1540) (2.23 g) in diethyl ether (30 ml) wad cooled to −78° C. under argon atmosphere, and added dropwise thereto was n-butyl lithium (1.59 M hexane solution, 6.9 ml). The mixture was stirred at −20° C. to −10° C. for 5 hours, and added dropwise thereto at the same temperature was a solution of 5-bromo-2-chlorobenzaldehyde (2.19 g) obtained in Reference Example 16-(1) in diethyl ether (30 ml). The mixture was... Reactants: N[C@H]1[C@@H]2N(C(C(=CS2)C)C(=O)OCC(Cl)(Cl)Cl)C1=O (2,2,2-trichloroethyl 7β-amino-3-methyl-2-cephem-4-carboxylate), C(C)(C)(C)C=1C=C(C=O)C=C(C1O)C(C)(C)C (3,5-di-tert.-butyl-4-hydroxybenzaldehyde), C1=CC=CC=C1 (benzene). Solvent: O (water). Product: C(C)(C)(C)C=1C=C(C=N[C@H]2[C@@H]3N(C(C(=CS3)C)C(=O)OCC(Cl)(Cl)Cl)C2=O)C=C(C1O)C(C)(C)C (2,2,2-Trichloroethyl 7β-(3,5-di-tert.-butyl-4-hydroxybenzylideneamino)-3-methyl-2-cephem-4-carboxylate). As a reaction SMILES: [NH2:1][C@@H:2]1[C:18](=[O:19])[N:4]2[CH:5]([C:10]([O:12][CH2:13][C:14]([Cl:17])([Cl:16])[Cl:15])=[O:11])[C:6]([CH3:9])=[CH:7][S:8][C@H:3]12.[C:20]([C:24]1[CH:25]=[C:26]([CH:29]=[C:30]([C:33]([CH3:36])([CH3:35])[CH3:34])[C:31]=1[OH:32])[CH:27]=O)([CH3:23])([CH3:22])[CH3:21].C1C=CC=CC=1>O>[C:33]([C:30]1[CH:29]=[C:26]([CH:25]=[C:24]([C:20]([CH3:23])([CH3:22])[CH3:21])[C:31]=1[OH:32])[CH:27]=[N:1][C@@H:2]1[C:18](=[O:19])[N:4]2[CH:5]([C:10]([O:12][CH2:13][C:14]([Cl:15])([Cl:17])[Cl:16])=[O:11])[C:6]([CH3:9])=[CH:7][S:8][C@H:3]12)([CH3:35])([CH3:36])[CH3:34]. Procedure details: A solution of 2.14 g. of 2,2,2-trichloroethyl 7β-amino-3-methyl-2-cephem-4-carboxylate and 1.3 g. of 3,5-di-tert.-butyl-4-hydroxybenzaldehyde in 60 ml. of benzene was refluxed for 1.5 hours in a vessel equipped with a water separator. After evaporation of the solvent, a small amount of cyclohexane was added to the residue. Insolubles were filtered off, and the filtrate was purified by a dry silica gel column chromatography (4.5 × 15 cm, eluent; ethyl acetate-cyclohexane, 1 : 10) to give the desi... The reactants are Cc1cc(Br)ccc1C#N, C=CC(=O)OC(C)(C)C, CC(C)(C)P(c1ccccc1-c1ccccc1)C(C)(C)C, C1COCCO1, CN(C1CCCCC1)C1CCCCC1. The product is Cc1cc(C=CC(=O)OC(C)(C)C)ccc1C#N. As a reaction SMILES: [Br:1][c:2]1[cH:3][c:4]([CH3:10])[c:5]([C:6]#[N:7])[cH:8][cH:9]1.[C:11]([CH:12]=[CH2:13])(=[O:14])[O:15][C:16]([CH3:17])([CH3:18])[CH3:19].[C:34]([P:35]([C:36]([CH3:37])([CH3:38])[CH3:39])[c:40]1[cH:41][cH:42][cH:43][cH:44][c:45]1-[c:46]1[cH:47][cH:48][cH:49][cH:50][cH:51]1)([CH3:52])([CH3:53])[CH3:54].[CH2:55]1[O:56][CH2:57][CH2:58][O:59][CH2:60]1.[CH3:20][N:21]([CH:22]1[CH2:23][CH2:24][CH2:25][CH2:26][CH2:27]1)[CH:28]1[CH2:29][CH2:30][CH2:31][CH2:32][CH2:33]1>>[c:2]1([CH:13]=[CH:12][C:11](=[O:14])[O:15][C:16]([CH3:17])([CH3:18])[CH3:19])[cH:3][c:4]([CH3:10])[c:5]([C:6]#[N:7])[cH:8][cH:9]1. Starting materials: CCN=C=NCCCN(C)C, CCN(C(C)C)C(C)C, O=C(O)c1cc(Cl)ccc1Cl, Cl, O=C(NCC(=O)N1CCNCC1)c1ccc(Oc2ccccc2)cc1, CN(C)C=O, O, On1nnc2ccccc21. Yields the product O=C(NCC(=O)N1CCN(C(=O)c2cc(Cl)ccc2Cl)CC1)c1ccc(Oc2ccccc2)cc1. Reaction SMILES: [CH3:21][CH2:22][N:23]=[C:24]=[N:25][CH2:26][CH2:27][CH2:28][N:29]([CH3:30])[CH3:31].[CH:1]([N:2]([CH2:3][CH3:4])[CH:5]([CH3:6])[CH3:7])([CH3:8])[CH3:9].[Cl:10][c:11]1[c:12]([C:13](=[O:14])[OH:15])[cH:16][c:17]([Cl:20])[cH:18][cH:19]1.[ClH:42].[O:43]=[C:44]([CH2:45][NH:46][C:47]([c:48]1[cH:49][cH:50][c:51]([O:54][c:55]2[cH:56][cH:57][cH:58][cH:59][cH:60]2)[cH:52][cH:53]1)=[O:61])[N:62]1[CH2:63][CH2:64][NH:65][CH2:66][CH2:67]1.[O:68]=[CH:69][N:70]([CH3:71])[CH3:72].[OH2:73].[OH:32][n:33]1[c:34]2[c:35]([cH:36][cH:37][cH:38][cH:39]2)[n:40][n:41]1>>[Cl:10][c:11]1[c:12]([C:13](=[O:15])[N:65]2[CH2:64][CH2:63][N:62]([C:44](=[O:43])[CH2:45][NH:46][C:47]([c:48]3[cH:49][cH:50][c:51]([O:54][c:55]4[cH:56][cH:57][cH:58][cH:59][cH:60]4)[cH:52][cH:53]3)=[O:61])[CH2:67][CH2:66]2)[cH:16][c:17]([Cl:20])[cH:18][cH:19]1. Starting materials: COc1ccc2c(c1)CCCN2C(C)=O, O=N[O-], [Na+], O=C(O)C(F)(F)F. Yields the product COc1cc2c(cc1[N+](=O)[O-])N(C(C)=O)CCC2. As a reaction SMILES: [C:1]([CH3:2])(=[O:3])[N:4]1[CH2:5][CH2:6][CH2:7][c:8]2[cH:9][c:10]([O:14][CH3:15])[cH:11][cH:12][c:13]21.[N:16](=[O:17])[O-:18].[Na+:19].[OH:20][C:21]([C:22]([F:23])([F:24])[F:25])=[O:26]>>[C:1]([CH3:2])(=[O:3])[N:4]1[CH2:5][CH2:6][CH2:7][c:8]2[cH:9][c:10]([O:14][CH3:15])[c:11]([N+:16](=[O:17])[O-:18])[cH:12][c:13]21.